Dataset: the Open Reaction Database (ORD), a public repository of structured organic reaction records. Task: describe an organic reaction: reactants, conditions, products, and yield Yields the product ClC1=C(C=C(C=C1C)C=1N(C=C(N1)C)C)C (2-(4-Chloro-3,5-dimethyl-phenyl)-1,4-dimethyl-imidazole). Reactants: ClC1=C(C=C(C=C1C)B1OC(C(O1)(C)C)(C)C)C (2-chloro-1,3-dimethyl-5-(4,4,5,5-tetramethyl-[1,3,2]dioxaborolan-2-yl)-benzene), BrC=1N(C=C(N1)C)C (2-bromo-1,4-dimethyl-imidazole), Intermediate 56. Reaction SMILES: [Cl:1][C:2]1[C:7]([CH3:8])=[CH:6][C:5](B2OC(C)(C)C(C)(C)O2)=[CH:4][C:3]=1[CH3:18].Br[C:20]1[N:21]([CH3:26])[CH:22]=[C:23]([CH3:25])[N:24]=1>>[Cl:1][C:2]1[C:3]([CH3:18])=[CH:4][C:5]([C:20]2[N:21]([CH3:26])[CH:22]=[C:23]([CH3:25])[N:24]=2)=[CH:6][C:7]=1[CH3:8]. Reported procedure: The title compound is prepared from 2-chloro-1,3-dimethyl-5-(4,4,5,5-tetramethyl-[1,3,2]dioxaborolan-2-yl)-benzene and 2-bromo-1,4-dimethyl-imidazole following a procedure analogous to that described in Step 1 of Intermediate 56. LC (method 7): tR=0.82 min; Mass spectrum (ESI+): m/z=235/237 (Cl) [M+H]+. Starting materials: CC1=C(C(=NO1)C1=CC=CC=C1)CO ((5-methyl-3-phenyl-isoxazol-4-yl)-methanol), [H-].[Na+] (sodium hydride), ClC1=NC=C(C#N)C=C1 (6-chloronicotinonitrile). The solvent is C(C)(=O)OCC (ethyl acetate), C1CCOC1 (THF). Conditions: time 5 hour. Yields the product CC1=C(C(=NO1)C1=CC=CC=C1)COC1=NC=C(C#N)C=C1 (6-(5-Methyl-3-phenyl-isoxazol-4-ylmethoxy)-nicotinonitrile). Yield: 90.9%. Reaction SMILES: [CH3:1][C:2]1[O:6][N:5]=[C:4]([C:7]2[CH:12]=[CH:11][CH:10]=[CH:9][CH:8]=2)[C:3]=1[CH2:13][OH:14].[H-].[Na+].Cl[C:18]1[CH:25]=[CH:24][C:21]([C:22]#[N:23])=[CH:20][N:19]=1>C1COCC1.C(OCC)(=O)C>[CH3:1][C:2]1[O:6][N:5]=[C:4]([C:7]2[CH:12]=[CH:11][CH:10]=[CH:9][CH:8]=2)[C:3]=1[CH2:13][O:14][C:18]1[CH:25]=[CH:24][C:21]([C:22]#[N:23])=[CH:20][N:19]=1 |f:1.2|. Procedure: To a solution of (5-methyl-3-phenyl-isoxazol-4-yl)-methanol (220 mg, 1.16 mmol) in THF (2 mL) was added sodium hydride (55% dispersion in mineral oil, 996 mg, 22.8 mmol). After stirring for 0.5 h at ambient temperature 6-chloronicotinonitrile (161 mg, 1.16 mmol) was added and the reaction mixture was stirred for 5 h at ambient temperature. It was diluted with ethyl acetate (10 mL), washed with aqueous citric acid (10%, 10 mL), water (10 mL) and aqueous sodium chloride (saturated, 10 mL). The com... The reactants are Cc1nc(C#N)c(Br)n1C, CCCO, Cc1ccccc1, Nc1ccccc1B(O)O, [Na+], [Na+], O=C([O-])[O-], CC(=O)[O-], CC(=O)[O-], O, [Pd+2], c1ccc(P(c2ccccc2)c2ccccc2)cc1. Yields the product Cc1nc(C#N)c(-c2ccccc2N)n1C. Reaction SMILES: [Br:11][c:12]1[c:13]([C:19]#[N:20])[n:14][c:15]([CH3:18])[n:16]1[CH3:17].[CH2:63]([OH:64])[CH2:65][CH3:66].[CH3:46][c:47]1[cH:48][cH:49][cH:50][cH:51][cH:52]1.[NH2:1][c:2]1[c:3]([B:8]([OH:9])[OH:10])[cH:4][cH:5][cH:6][cH:7]1.[Na+:40].[Na+:41].[O-:42][C:43](=[O:44])[O-:45].[O-:54][C:55]([CH3:56])=[O:57].[O-:58][C:59]([CH3:60])=[O:61].[OH2:62].[Pd+2:53].[c:21]1([P:22]([c:23]2[cH:24][cH:25][cH:26][cH:27][cH:28]2)[c:29]2[cH:30][cH:31][cH:32][cH:33][cH:34]2)[cH:35][cH:36][cH:37][cH:38][cH:39]1>>[NH2:1][c:2]1[c:3](-[c:12]2[c:13]([C:19]#[N:20])[n:14][c:15]([CH3:18])[n:16]2[CH3:17])[cH:4][cH:5][cH:6][cH:7]1. Starting materials: [I-].[Na+] (sodium iodide), FC1=C(COCCCCCCl)C=C(C=C1)Br (5-[2-fluoro-5-bromobenzyloxy]pentyl chloride), CNC (dimethylamine). Solvent: CN(C=O)C (N,N-dimethylformamide). Run at temperature -78 celsius, time 8 hour. Yields the product CN(C)CCCCCOCC1=C(C=CC(=C1)Br)F (N,N-dimethyl-5-[2-fluoro-5-bromobenzyloxy]pentylamine). As a reaction SMILES: [F:1][C:2]1[CH:15]=[CH:14][C:13]([Br:16])=[CH:12][C:3]=1[CH2:4][O:5][CH2:6][CH2:7][CH2:8][CH2:9][CH2:10]Cl.[I-].[Na+].[CH3:19][NH:20][CH3:21]>CN(C)C=O>[CH3:19][N:20]([CH2:10][CH2:9][CH2:8][CH2:7][CH2:6][O:5][CH2:4][C:3]1[CH:12]=[C:13]([Br:16])[CH:14]=[CH:15][C:2]=1[F:1])[CH3:21] |f:1.2|. Procedure: In a sealable tube, under a nitrogen atmosphere, 5-[2-fluoro-5-bromobenzyloxy]pentyl chloride (0.380 g, 1.23 mmol) was dissolved in N,N-dimethylformamide (5 ml). To this solution sodium iodide (55 mg, 0.368 mmol) was added and the resulting mixture was cooled to −78° C. To the reaction mixture dimethylamine (precondensed in anhydrous conditions) was added and the tube was sealed. The mixture was warmed to 85° C. and stirred for eight hours. The mixture was cooled to ambient temperature and stirr...